From a dataset of the Open Reaction Database (ORD), a public repository of structured organic reaction records. describe an organic reaction: reactants, conditions, products, and yield Starting materials: CC=1NC(=C(C(C1C(=O)OC)C1=CC(=CC=C1)[N+](=O)[O-])C(=O)OCCCCCCCCN1C(C=2C(C1=O)=CC=CC2)=O)C (methyl 8-phthalimidooctyl 2,6-dimethyl-4-(m-nitrophenyl)-1,4-dihydropyridine-3,5-dicarboxylate), O.NN (hydrazine monohydrate). Yields the product CC=1NC(=C(C(C1C(=O)OCCCCCCCCN)C1=CC(=CC=C1)[N+](=O)[O-])C(=O)OC)C (8-aminooctyl methyl 2,6-dimethyl-4-(m-nitrophenyl)-1,4-dihydropyridine-3,5-dicarboxylate). Run in C(C)O (ethanol). Reported procedure: A solution of 16 g of methyl 8-phthalimidooctyl 2,6-dimethyl-4-(m-nitrophenyl)-1,4-dihydropyridine-3,5-dicarboxylate and 6.8 g of hydrazine monohydrate in 160 ml of ethanol was refluxed for 2 hours under heating. Precipitates (solid) thus formed was removed by filtration. The filtrate was concentrated under reduced pressure and after adding chloroform to the residue, precipitates again removed by filtration. The filtrate was concentrated under reduced pressure, and the residue was subjected to s... Yield: 48.1%. RXN SMILES: [CH3:1][C:2]1[NH:3][C:4]([CH3:43])=[C:5]([C:21]([O:23][CH2:24][CH2:25][CH2:26][CH2:27][CH2:28][CH2:29][CH2:30][CH2:31][N:32]2C(=O)C3=CC=CC=C3C2=O)=[O:22])[CH:6]([C:12]2[CH:17]=[CH:16][CH:15]=[C:14]([N+:18]([O-:20])=[O:19])[CH:13]=2)[C:7]=1[C:8]([O:10][CH3:11])=[O:9].O.NN>C(O)C>[CH3:43][C:4]1[NH:3][C:2]([CH3:1])=[C:7]([C:8]([O:10][CH3:11])=[O:9])[CH:6]([C:12]2[CH:17]=[CH:16][CH:15]=[C:14]([N+:18]([O-:20])=[O:19])[CH:13]=2)[C:5]=1[C:21]([O:23][CH2:24][CH2:25][CH2:26][CH2:27][CH2:28][CH2:29][CH2:30][CH2:31][NH2:32])=[O:22] |f:1.2|. Starting materials: C(CCCCC)C(C#CC1=C(C=C(C(=C1)OC)C#CC(CCCCCCCC)CCCCCC)OC)CCCCCCCC (1,4-Bis-(3-hexyl-undec-1-ynyl)-2,5-dimethoxy-benzene). Reagents/catalysts: [Pd] (Pd/C). Solvent: O1CCCC1 (tetrahydrofuran). Reaction conditions: temperature 30 celsius, time 2.5 hour. Yields the product C(CCCCC)C(CCC1=C(C=C(C(=C1)OC)CCC(CCCCCCCC)CCCCCC)OC)CCCCCCCC (1,4-Bis-(3-hexyl-undecyl)-2,5-dimethoxy-benzene). The yield is 94.1%. RXN SMILES: [CH2:1]([CH:7]([CH2:37][CH2:38][CH2:39][CH2:40][CH2:41][CH2:42][CH2:43][CH3:44])[C:8]#[C:9][C:10]1[CH:15]=[C:14]([O:16][CH3:17])[C:13]([C:18]#[C:19][CH:20]([CH2:29][CH2:30][CH2:31][CH2:32][CH2:33][CH3:34])[CH2:21][CH2:22][CH2:23][CH2:24][CH2:25][CH2:26][CH2:27][CH3:28])=[CH:12][C:11]=1[O:35][CH3:36])[CH2:2][CH2:3][CH2:4][CH2:5][CH3:6]>O1CCCC1.[Pd]>[CH2:1]([CH:7]([CH2:37][CH2:38][CH2:39][CH2:40][CH2:41][CH2:42][CH2:43][CH3:44])[CH2:8][CH2:9][C:10]1[CH:15]=[C:14]([O:16][CH3:17])[C:13]([CH2:18][CH2:19][CH:20]([CH2:29][CH2:30][CH2:31][CH2:32][CH2:33][CH3:34])[CH2:21][CH2:22][CH2:23][CH2:24][CH2:25][CH2:26][CH2:27][CH3:28])=[CH:12][C:11]=1[O:35][CH3:36])[CH2:2][CH2:3][CH2:4][CH2:5][CH3:6]. Reported procedure: 1,4-Bis-(3-hexyl-undec-1-ynyl)-2,5-dimethoxy-benzene (4.3) (7.70 g, 12.1 mmol) is dissolved in tetrahydrofuran (200 cm3) under an atmosphere of Argon. 10% Pd/C (1.25 g) is added, the mixture warmed to 30° C. (oil bath temperature) and stirred under an atmosphere of hydrogen for 2.5 hours. The reaction mixture is filtered through a plug of celite and the plug washed through with ethyl acetate (2×50 cm3), and the filtrate is concentrated in vacuo. The crude oil is purified by column chromatography... Reactants: C([O-])([O-])=O.[K+].[K+] (potassium carbonate), CB1OB(OB(O1)C)C (trimethylboroxin), NC1=CC(=C(C#N)C=C1I)C(F)(F)F (4-amino-5-iodo-2-(trifluoromethyl)benzonitrile). The reagents and catalysts are C=1C=CC(=CC1)[P](C=2C=CC=CC2)(C=3C=CC=CC3)[Pd]([P](C=4C=CC=CC4)(C=5C=CC=CC5)C=6C=CC=CC6)([P](C=7C=CC=CC7)(C=8C=CC=CC8)C=9C=CC=CC9)[P](C=1C=CC=CC1)(C=1C=CC=CC1)C=1C=CC=CC1 (tetrakis(triphenylphosphine)palladium(0)). Solvent: O1CCOCC1 (1,4-Dioxane), CCOC(=O)C (EtOAc), O (water). Run at temperature 100 celsius. Product: NC1=CC(=C(C#N)C=C1C)C(F)(F)F (4-amino-5-methyl-2-(trifluoromethyl)benzonitrile). As a reaction SMILES: [NH2:1][C:2]1[C:9](I)=[CH:8][C:5]([C:6]#[N:7])=[C:4]([C:11]([F:14])([F:13])[F:12])[CH:3]=1.[C:15](=O)([O-])[O-].[K+].[K+].CB1OB(C)OB(C)O1>O1CCOCC1.CCOC(C)=O.O.C1C=CC([P]([Pd]([P](C2C=CC=CC=2)(C2C=CC=CC=2)C2C=CC=CC=2)([P](C2C=CC=CC=2)(C2C=CC=CC=2)C2C=CC=CC=2)[P](C2C=CC=CC=2)(C2C=CC=CC=2)C2C=CC=CC=2)(C2C=CC=CC=2)C2C=CC=CC=2)=CC=1>[NH2:1][C:2]1[C:9]([CH3:15])=[CH:8][C:5]([C:6]#[N:7])=[C:4]([C:11]([F:14])([F:13])[F:12])[CH:3]=1 |f:1.2.3,^1:46,48,67,86|. Procedure: To a solution of 4-amino-5-iodo-2-(trifluoromethyl)benzonitrile (commercially available, for example from Key Organics Ltd., Camelford, UK, 640 mg, 2.05 mmol) and potassium carbonate (567 mg, 4.10 mmol) in 1,4-Dioxane (10 ml) was added tetrakis(triphenylphosphine)palladium(0) (237 mg, 0.205 mmol) and trimethylboroxin (1.43 ml, 10.3 mmol) under argon atmosphere. The reaction mixture was heated to 100° C. overnight. The reaction mixture was diluted in EtOAc (100 ml) and water (50 ml). The aqueous ...